This data is from the Open Reaction Database (ORD), a public repository of structured organic reaction records. The task is: describe an organic reaction: reactants, conditions, products, and yield Starting materials: CCN(C(C)C)C(C)C, ClCCl, CC(C)(C)[Si](C)(C)OS(=O)(=O)C(F)(F)F, COC(=O)c1c(CO)csc1N, O. Product: COC(=O)c1c(CO[Si](C)(C)C(C)(C)C)csc1N. Reaction SMILES: [CH:13]([N:14]([CH2:15][CH3:16])[CH:17]([CH3:18])[CH3:19])([CH3:20])[CH3:21].[Cl:38][CH2:39][Cl:40].[F:22][C:23]([F:24])([F:25])[S:26]([O:27][Si:28]([CH3:29])([CH3:30])[C:31]([CH3:32])([CH3:33])[CH3:34])(=[O:35])=[O:36].[NH2:1][c:2]1[s:3][cH:4][c:5]([CH2:11][OH:12])[c:6]1[C:7](=[O:8])[O:9][CH3:10].[OH2:37]>>[NH2:1][c:2]1[s:3][cH:4][c:5]([CH2:11][O:12][Si:28]([CH3:29])([CH3:30])[C:31]([CH3:32])([CH3:33])[CH3:34])[c:6]1[C:7](=[O:8])[O:9][CH3:10]. Starting materials: ClCCl, CCN(C(C)C)C(C)C, O=C(Cl)CCl, COc1cc2ncnc(Nc3cccc(Cl)c3F)c2cc1OC1CCCNC1, Cl, Cl. Product: COc1cc2ncnc(Nc3cccc(Cl)c3F)c2cc1OC1CCCN(C(=O)CCl)C1. As a reaction SMILES: [CH2:45]([Cl:46])[Cl:47].[CH:36]([N:37]([CH:38]([CH3:39])[CH3:40])[CH2:41][CH3:42])([CH3:43])[CH3:44].[Cl:1][CH2:2][C:3](=[O:4])[Cl:5].[Cl:8][c:9]1[c:10]([F:35])[c:11]([NH:12][c:13]2[n:14][cH:15][n:16][c:17]3[cH:18][c:19]([O:30][CH3:31])[c:20]([O:23][CH:24]4[CH2:25][NH:26][CH2:27][CH2:28][CH2:29]4)[cH:21][c:22]23)[cH:32][cH:33][cH:34]1.[ClH:6].[ClH:7]>>[Cl:1][CH2:2][C:3](=[O:4])[N:26]1[CH2:25][CH:24]([O:23][c:20]2[c:19]([O:30][CH3:31])[cH:18][c:17]3[n:16][cH:15][n:14][c:13]([NH:12][c:11]4[c:10]([F:35])[c:9]([Cl:8])[cH:34][cH:33][cH:32]4)[c:22]3[cH:21]2)[CH2:29][CH2:28][CH2:27]1. The reactants are COC(=O)C(CC1CCCC1)c1ccc(S(C)(=O)=O)c(-n2nnnc2C)c1, CCO, [Na+], [OH-]. The product is Cc1nnnn1-c1cc(C(CC2CCCC2)C(=O)O)ccc1S(C)(=O)=O. As a reaction SMILES: [CH3:1][O:2][C:3]([CH:4]([CH2:5][CH:6]1[CH2:7][CH2:8][CH2:9][CH2:10]1)[c:11]1[cH:12][c:13](-[n:21]2[n:22][n:23][n:24][c:25]2[CH3:26])[c:14]([S:17](=[O:18])(=[O:19])[CH3:20])[cH:15][cH:16]1)=[O:27].[CH3:30][CH2:31][OH:32].[Na+:29].[OH-:28]>>[O:2]=[C:3]([CH:4]([CH2:5][CH:6]1[CH2:7][CH2:8][CH2:9][CH2:10]1)[c:11]1[cH:12][c:13](-[n:21]2[n:22][n:23][n:24][c:25]2[CH3:26])[c:14]([S:17](=[O:18])(=[O:19])[CH3:20])[cH:15][cH:16]1)[OH:27]. Reactants: 900, CC1COCC1 (3-methyl tetrahydrofuran), hydroxyl, C1C(C)O1 (propylene oxide), [OH-].[K+] (KOH), ester. Solvent: C(=O)O (formic acid), O1CCCC1 (tetrahydrofuran), O1CCCC1 (tetrahydrofuran). Product: C1C(C)O1 (propylene oxide), CC1OCCC1 (methyl tetrahydrofuran). The yield is 3.0%. As a reaction SMILES: C[CH:2]1[CH2:6][CH2:5][O:4][CH2:3]1.[CH2:7]1OC1C.[OH-].[K+]>O1CCCC1.C(O)=O>[CH2:5]1[O:4][CH:6]1[CH3:2].[CH3:7][CH:3]1[CH2:2][CH2:6][CH2:5][O:4]1 |f:2.3|. Reported procedure: 195 parts of the catalyst used in Example 2 were introduced into a thermostatically regulated reaction vessel equipped with a stirring means. Then the reaction vessel was charged with a mixture of 900 parts tetrahydrofuran, 50 parts 3-methyl tetrahydrofuran and 40 parts formic acid. To this mixture, which was stirred constantly, 10 parts of propylene oxide per hour were then added at a uniform rate over a period of five hours. In this way, the propylene oxide concentration in the reaction mixtur... Starting materials: BrC1=C(N)C=C(C=C1)[N+](=O)[O-] (2-bromo-5-nitroaniline), C(C)(=O)OC(C)=O (acetic anhydride). Product: BrC1=C(C=C(C=C1)[N+](=O)[O-])NC(C)=O (N-(2-bromo-5-nitrophenyl)acetamide). RXN SMILES: [Br:1][C:2]1[CH:8]=[CH:7][C:6]([N+:9]([O-:11])=[O:10])=[CH:5][C:3]=1[NH2:4].[C:12](OC(=O)C)(=[O:14])[CH3:13]>>[Br:1][C:2]1[CH:8]=[CH:7][C:6]([N+:9]([O-:11])=[O:10])=[CH:5][C:3]=1[NH:4][C:12](=[O:14])[CH3:13]. Procedure: 2.8 g of 2-bromo-5-nitroaniline are dissolved in 18 mL of acetic anhydride in a microwave oven reactor. After hermetically closing the reactor and reacting for one hour at 60° C. under microwave irradiation, the solid is filtered off and then washed with three times 10 mL of diethyl ether and dried to give 3 g of N-(2-bromo-5-nitrophenyl)acetamide in the form of a beige-coloured solid, the characteristics of which are as follows: Starting materials: ClC=1C=C(C=CC1Cl)NC(=O)N1CCN(CC1)C[C@H]1CN(CCO1)C(=O)OC(C)(C)C (tert-butyl (2S)-2-[(4-{[(3,4-dichlorophenyl)amino]-carbonyl}piperazin-1-yl)methyl]morpholine-4-carboxylate). Solvent: FC(C(=O)O)(F)F.ClCCl (Trifluoroacetic acid Dichloromethane). Reaction conditions: time 1 hour. Yields the product ClC=1C=C(C=CC1Cl)NC(=O)N1CCN(CC1)C[C@H]1CNCCO1 (N-(3,4-Dichlorophenyl)-4-[(2R)-morpholin-2-ylmethyl]piperazine-1-carboxamide). Yield: 161.2%. As a reaction SMILES: [Cl:1][C:2]1[CH:3]=[C:4]([NH:9][C:10]([N:12]2[CH2:17][CH2:16][N:15]([CH2:18][C@@H:19]3[O:24][CH2:23][CH2:22][N:21](C(OC(C)(C)C)=O)[CH2:20]3)[CH2:14][CH2:13]2)=[O:11])[CH:5]=[CH:6][C:7]=1[Cl:8]>FC(F)(F)C(O)=O.ClCCl>[Cl:1][C:2]1[CH:3]=[C:4]([NH:9][C:10]([N:12]2[CH2:17][CH2:16][N:15]([CH2:18][C@@H:19]3[O:24][CH2:23][CH2:22][NH:21][CH2:20]3)[CH2:14][CH2:13]2)=[O:11])[CH:5]=[CH:6][C:7]=1[Cl:8] |f:1.2|. Procedure details: Trifluoroacetic acid/Dichloromethane (20 ml, 1:1) was added to tert-butyl (2S)-2-[(4-{[(3,4-dichlorophenyl)amino]-carbonyl}piperazin-1-yl)methyl]morpholine-4-carboxylate (2.10 g) under argon and stirred for 1 h. The solvent was then removed on a rotavapor and azeotroped (2×20 ml) with toluene and dried for 24 h under high vacuum to afford the title compound (2.67 g) as a brown oil which was used without further purification. Reactants: COCCOC, C[Sn](C)(C)Cl, Cc1cc(Cl)cc(C)n1, [Na]. Product: Cc1cc([Sn](C)(C)C)cc(C)n1. RXN SMILES: [CH3:16][O:17][CH2:18][CH2:19][O:20][CH3:21].[CH3:2][Sn:3]([CH3:4])([CH3:5])[Cl:6].[Cl:7][c:8]1[cH:9][c:10]([CH3:15])[n:11][c:12]([CH3:14])[cH:13]1.[Na:1]>>[CH3:2][Sn:3]([CH3:4])([CH3:5])[c:8]1[cH:9][c:10]([CH3:15])[n:11][c:12]([CH3:14])[cH:13]1.